From a dataset of the Open Reaction Database (ORD), a public repository of structured organic reaction records. describe an organic reaction: reactants, conditions, products, and yield The reactants are C(C)N(CCN)CC (N,N-diethylethylenediamine), C(Cl)Cl (CH2Cl2), N[C@]12CC[C@@H]([C@@]1(C)CC[C@@H]1[C@]3(CC[C@@H](C[C@H]3CC[C@@H]21)O)C)C(=O)OC ((3β,5β,14β,17β)-14-Amino-3-hydroxyandrostane-17-carboxylic Acid, Methyl Ester), C(=O)(N1C=NC=C1)N1C=NC=C1 (1,1'-carbonyldiimidazole). Conditions: time 2 day. Product: Cl (HCl), Cl.Cl.N[C@]12CC[C@@H]([C@@]1(C)CC[C@@H]1[C@]3(CC[C@@H](C[C@H]3CC[C@@H]21)OC(=O)NCCN(CC)CC)C)C(=O)OC ((3β,5β,14β,17β)-14-Amino-3-[[[[2-(diethylamino)ethyl]amino]carbonyl]oxy]androstane-17-carboxylic Acid, Methyl Ester Dihydrochloride). As a reaction SMILES: [NH2:1][C@@:2]12[C@H:19]3[C@@H:10]([C@:11]4([CH3:21])[C@H:16]([CH2:17][CH2:18]3)[CH2:15][C@@H:14]([OH:20])[CH2:13][CH2:12]4)[CH2:9][CH2:8][C@:6]1([CH3:7])[C@@H:5]([C:22]([O:24][CH3:25])=[O:23])[CH2:4][CH2:3]2.[C:26](N1C=CN=C1)(N1C=CN=C1)=[O:27].[CH2:38]([N:40]([CH2:44][CH3:45])[CH2:41][CH2:42][NH2:43])[CH3:39].C(Cl)[Cl:47]>>[ClH:47].[ClH:47].[ClH:47].[NH2:1][C@@:2]12[C@H:19]3[C@@H:10]([C@:11]4([CH3:21])[C@H:16]([CH2:17][CH2:18]3)[CH2:15][C@@H:14]([O:20][C:26]([NH:43][CH2:42][CH2:41][N:40]([CH2:44][CH3:45])[CH2:38][CH3:39])=[O:27])[CH2:13][CH2:12]4)[CH2:9][CH2:8][C@:6]1([CH3:7])[C@@H:5]([C:22]([O:24][CH3:25])=[O:23])[CH2:4][CH2:3]2 |f:5.6.7|. Procedure details: To a solution of 1.4 g (0.004 mole) of (3β,5β,14β,17β)-14-Amino-3-hydroxyandrostane-17-carboxylic Acid, Methyl Ester, prepared according to the procedure described in U.S. Pat. No. 4,885,280, incorporated by reference herein, in 50 ml of CH2Cl2 under N2 and stirring, is added 0.72 g (0.0044 mole) of 1,1'-carbonyldiimidazole. The mixture is allowed to stir for 2 days, then 2.24 g (0.02 mole) of N,N-diethylethylenediamine is added. After 48 hr of stirring, the solution is concentrated and the resi... The reactants are C1(=CC=CC=C1)S(=O)(=O)O (benzenesulfonic acid), NC=1SC=C(N1)/C(/C(=O)NC1[C@@H]2N(C(=C(CS2)COC)C(=O)OC(C)OC(C(C)(C)C)=O)C1=O)=N/O (α-(2,2-dimethylpropanoyloxy)ethyl 7-[2-(2-aminothiazol-4-yl)-2-(Z)-hydroxyimino-acetamido]-3-methoxymethyl-3-cephem-4-carboxylate). The solvent is C(C)(=O)OCC (ethyl acetate), C(C)(=O)OCC (ethyl acetate). Reaction conditions: time 30 minute. Yields the product C1(=CC=CC=C1)S(=O)(=O)O.NC=1SC=C(N1)/C(/C(=O)NC1[C@@H]2N(C(=C(CS2)COC)C(=O)OC(C)OC(C(C)(C)C)=O)C1=O)=N/O (α-(2,2-Dimethylpropanoyloxy)ethyl 7-[2-(2-aminothiazol-4-yl)-2-(Z)-hydroxyimino-acetamido]-3-methoxymethyl-3-cephem-4-carboxylate benzenesulfonate). Yield: 72.2%. Reaction SMILES: [C:1]1([S:7]([OH:10])(=[O:9])=[O:8])[CH:6]=[CH:5][CH:4]=[CH:3][CH:2]=1.[NH2:11][C:12]1[S:13][CH:14]=[C:15](/[C:17](=[N:45]/[OH:46])/[C:18]([NH:20][CH:21]2[C:43](=[O:44])[N:23]3[C:24]([C:31]([O:33][CH:34]([O:36][C:37](=[O:42])[C:38]([CH3:41])([CH3:40])[CH3:39])[CH3:35])=[O:32])=[C:25]([CH2:28][O:29][CH3:30])[CH2:26][S:27][C@H:22]23)=[O:19])[N:16]=1>C(OCC)(=O)C>[C:1]1([S:7]([OH:10])(=[O:9])=[O:8])[CH:6]=[CH:5][CH:4]=[CH:3][CH:2]=1.[NH2:11][C:12]1[S:13][CH:14]=[C:15](/[C:17](=[N:45]/[OH:46])/[C:18]([NH:20][CH:21]2[C:43](=[O:44])[N:23]3[C:24]([C:31]([O:33][CH:34]([O:36][C:37](=[O:42])[C:38]([CH3:40])([CH3:41])[CH3:39])[CH3:35])=[O:32])=[C:25]([CH2:28][O:29][CH3:30])[CH2:26][S:27][C@H:22]23)=[O:19])[N:16]=1 |f:3.4|. Reported procedure: A solution of 0.44 g (1 eq. ) of benzenesulfonic acid in 9 ml of ethyl acetate was added dropwise to a solution of 1.5 g (2.77 mmol) of α-(2,2-dimethylpropanoyloxy)ethyl 7-[2-(2-aminothiazol-4-yl)-2-(Z)-hydroxyimino-acetamido]-3-methoxymethyl-3-cephem-4-carboxylate in 21 ml of ethyl acetate. After crystallization began, the mixture was stirred for a further 30 minutes, and the crystals were filtered off with suction and washed with a little diethyl ether. After drying over CaCl2 /paraffin in vac... Reactants: CC(C)(OC(=O)N1CCC(CC1)C(=O)O)C (1-(1,1-dimethylethoxycarbonyl)-4-piperidinecarboxylic acid), N (ammonia), CN1CCNCC1 (1-methylpiperazine), CN(C)C(=[N+](C)C)ON1C2=C(C=CC=C2)N=N1.[B-](F)(F)(F)F (TBTU). Solvent: ClCCl.CO (dichloromethane methanol). Product: CC(C)(OC(=O)N1CCC(CC1)C(=O)N1CCN(CC1)C)C (1-(1,1-dimethylethoxycarbonyl)-4-[(4-methyl-1-piperazinyl)carbonyl]piperidine). The yield is 76.0%. RXN SMILES: [CH3:1][C:2]([CH3:16])([O:4][C:5]([N:7]1[CH2:12][CH2:11][CH:10]([C:13]([OH:15])=O)[CH2:9][CH2:8]1)=[O:6])[CH3:3].[CH3:17][N:18]1[CH2:23][CH2:22][NH:21][CH2:20][CH2:19]1.CN(C(ON1N=NC2C=CC=CC1=2)=[N+](C)C)C.[B-](F)(F)(F)F.N>ClCCl.CO>[CH3:16][C:2]([CH3:1])([O:4][C:5]([N:7]1[CH2:8][CH2:9][CH:10]([C:13]([N:21]2[CH2:22][CH2:23][N:18]([CH3:17])[CH2:19][CH2:20]2)=[O:15])[CH2:11][CH2:12]1)=[O:6])[CH3:3] |f:2.3,5.6|. Procedure details: Prepared analogously to Example A15a) from 1-(1,1-dimethylethoxycarbonyl)-4-piperidinecarboxylic acid and 1-methylpiperazine in the presence of TBTU in a yield of 76% of theory. Colourless, amorphous substance, Rf=0.64 (eluant: dichloromethane/methanol/conc. ammonia 50/50/1 v/v/v). Starting materials: C(C)OCCOC1=CC=C(C=C1)C=1C=CC2=C(C=C(CCN2S(=O)(=O)C)C(=O)O)C1 (7-[4-(2-ethoxyethoxy)phenyl]-1-methanesulfonyl-2,3-dihydro-1H-1-benzazepine-4-carboxylic acid), S(=O)(Cl)Cl (thionyl chloride), CN(C)C=O (DMF). Solvent: C1CCOC1 (THF). Run at time 1 hour. Yields the product C(C)OCCOC1=CC=C(C=C1)C=1C=CC2=C(C=C(CCN2S(=O)(=O)C)C(=O)NC2=CC=C(C=C2)CN(C2CCOCC2)C)C1 (7-[4-(2-ethoxyethoxy)phenyl]-1-methanesulfonyl-N-[4-[[N-methyl-N-(tetrahydro-2H-pyran-4-yl)amino]methyl]phenyl]-2,3-dihydro-1H-1-benzazepine-4-carboxamide). RXN SMILES: [CH2:1]([O:3][CH2:4][CH2:5][O:6][C:7]1[CH:12]=[CH:11][C:10]([C:13]2[CH:14]=[CH:15][C:16]3[N:22]([S:23]([CH3:26])(=[O:25])=[O:24])[CH2:21][CH2:20][C:19]([C:27]([OH:29])=O)=[CH:18][C:17]=3[CH:30]=2)=[CH:9][CH:8]=1)[CH3:2].S(Cl)(Cl)=O.[CH3:35][N:36]([CH:38]=O)[CH3:37]>C1COCC1>[CH2:1]([O:3][CH2:4][CH2:5][O:6][C:7]1[CH:8]=[CH:9][C:10]([C:13]2[CH:14]=[CH:15][C:16]3[N:22]([S:23]([CH3:26])(=[O:25])=[O:24])[CH2:21][CH2:20][C:19]([C:27]([NH:22][C:16]4[CH:17]=[CH:30][C:13]([CH2:38][N:36]([CH3:35])[CH:37]5[CH2:5][CH2:4][O:3][CH2:1][CH2:2]5)=[CH:14][CH:15]=4)=[O:29])=[CH:18][C:17]=3[CH:30]=2)=[CH:11][CH:12]=1)[CH3:2]. Procedure details: In THF (15 ml) was suspended 7-[4-(2-ethoxyethoxy)phenyl]-1-methanesulfonyl-2,3-dihydro-1H-1-benzazepine-4-carboxylic acid (0.14 g). To the suspension were added, under ice-cooling, thionyl chloride (0.04 ml) and DMF (catalytic amount), and the mixture was stirred at room temperature for 1.5 hours. Under reduced pressure, the solvent was evaporated, and the residue was dissolved in THF (15 ml). The solution was added dropwise to a solution of 4-[N-methyl-N-(tetrahydro-2H-pyran-4-yl)aminomethyl]a... Starting materials: C(C1=CC=CC=C1)OC1=C(C=C2C(=NC=NC2=C1)Cl)F (7-(benzyloxy)-4-chloro-6-fluoroquinazoline), NC=1C=NN(C1)CC(=O)NC1=C(C(=CC=C1)F)F (2-(4-amino-1H-pyrazol-1-yl)-N-(2,3-difluorophenyl)acetamide). The solvent is C(C)(C)O (isopropanol), C(C)OCC (diethyl ether). Run at temperature 80 celsius. Product: Cl.C(C1=CC=CC=C1)OC1=C(C=C2C(=NC=NC2=C1)NC=1C=NN(C1)CC(=O)NC1=C(C(=CC=C1)F)F)F (2-(4-{[7-(benzyloxy)-6-fluoroquinazolin-4-yl]amino}-1H-pyrazol-1-yl)-N-(2,3-difluorophenyl)acetamide hydrochloride). Yield: 87.1%. RXN SMILES: [CH2:1]([O:8][C:9]1[CH:18]=[C:17]2[C:12]([C:13]([Cl:19])=[N:14][CH:15]=[N:16]2)=[CH:11][C:10]=1[F:20])[C:2]1[CH:7]=[CH:6][CH:5]=[CH:4][CH:3]=1.[NH2:21][C:22]1[CH:23]=[N:24][N:25]([CH2:27][C:28]([NH:30][C:31]2[CH:36]=[CH:35][CH:34]=[C:33]([F:37])[C:32]=2[F:38])=[O:29])[CH:26]=1>C(O)(C)C.C(OCC)C>[ClH:19].[CH2:1]([O:8][C:9]1[CH:18]=[C:17]2[C:12]([C:13]([NH:21][C:22]3[CH:23]=[N:24][N:25]([CH2:27][C:28]([NH:30][C:31]4[CH:36]=[CH:35][CH:34]=[C:33]([F:37])[C:32]=4[F:38])=[O:29])[CH:26]=3)=[N:14][CH:15]=[N:16]2)=[CH:11][C:10]=1[F:20])[C:2]1[CH:7]=[CH:6][CH:5]=[CH:4][CH:3]=1 |f:4.5|. Reported procedure: A mixture of 7-(benzyloxy)-4-chloro-6-fluoroquinazoline (1.20 g, 4.16 mmol) and 2-(4-amino-1H-pyrazol-1-yl)-N-(2,3-difluorophenyl)acetamide (1.05 g, 4.16 mmol) in isopropanol (20 ml) was heated at 80° C. for 10 minutes and then allowed to cool to room temperature. The mixture was diluted with diethyl ether and then filtered to give 2-(4-{[7-(benzyloxy)-6-fluoroquinazolin-4-yl]amino}-1H-pyrazol-1-yl)-N-(2,3-difluorophenyl)acetamide hydrochloride (1.96 g, 87% yield) as a yellow solid: Procedure details: A mixture of 5-phenyl-2,2,6-trimethyl-2H,4H-1,3-dioxin-4-one (0.65 g), N-methylene-1-methyl-1-(2-naphthyl)ethylamine (0.60 g) and xylene (3 ml) was heated at reflux for 20 minutes for reaction. The reaction mixture was purified by silica gel chromatography to obtain the captioned compound (0.40 g). Solvent: C=1(C(=CC=CC1)C)C (xylene). The reactants are C1(=CC=CC=C1)C=1C(OC(OC1C)(C)C)=O (5-phenyl-2,2,6-trimethyl-2H,4H-1,3-dioxin-4-one), C=NC(C)(C1=CC2=CC=CC=C2C=C1)C (N-methylene-1-methyl-1-(2-naphthyl)ethylamine). Reaction SMILES: [C:1]1([C:7]2[C:8](=[O:16])O[C:10](C)(C)[O:11][C:12]=2[CH3:13])[CH:6]=[CH:5][CH:4]=[CH:3][CH:2]=1.C=[N:18][C:19]([CH3:31])([C:21]1[CH:30]=[CH:29][C:28]2[C:23](=[CH:24][CH:25]=[CH:26][CH:27]=2)[CH:22]=1)[CH3:20]>C1(C)C(C)=CC=CC=1>[CH3:13][C:12]1[O:11][CH2:10][N:18]([C:19]([CH3:31])([C:21]2[CH:30]=[CH:29][C:28]3[C:23](=[CH:24][CH:25]=[CH:26][CH:27]=3)[CH:22]=2)[CH3:20])[C:8](=[O:16])[C:7]=1[C:1]1[CH:2]=[CH:3][CH:4]=[CH:5][CH:6]=1. Yields the product CC1=C(C(N(CO1)C(C)(C1=CC2=CC=CC=C2C=C1)C)=O)C1=CC=CC=C1 (6-methyl-3-[1-methyl-1-(2naphthyl)ethyl]-5-phenyl-2,3-dihydro-4H-1,3-oxazin-4-one). Isolated yield 37.6%.